The task is: describe an organic reaction: reactants, conditions, products, and yield. This data is from the Open Reaction Database (ORD), a public repository of structured organic reaction records. The reactants are FC(C(=O)O)(F)F.N[C@@H]1CN(CCC1)C1=C(C=NC=C1)NC1=NN=C2N1N=C(C=C2)C2=C(C=CC=C2F)F ((S)-N-(4-(3-aminopiperidin-1-yl)pyridin-3-yl)-6-(2,6-difluorophenyl)-[1,2,4]triazolo[4,3-b]pyridazin-3-amine 2,2,2-trifluoroacetate), FC(C(=O)O)(F)F.N[C@@H]1CN(CCC1)C1=C(C=NC=C1)NC1=NN=C2N1C=CC=C2 ((S)-N-(4-(3-aminopiperidin-1-yl)pyridin-3-yl)-[1,2,4]triazolo[4,3-a]pyridin-3-amine 2,2,2-trifluoroacetate), ClC=1C=CC=2N(N1)C(=NN2)NC=2C=NC=CC2N2C[C@H](CCC2)NC(OC(C)(C)C)=O ((S)-tert-butyl (1-(3-((6-chloro-[1,2,4]triazolo[4,3-b]pyridazin-3-yl)amino)pyridin-4-yl)piperidin-3-yl)carbamate), [Br-].FC1=C(C(=CC=C1)F)[Zn+] (2,6-difluorophenylzinc bromide). Conditions: temperature 90 celsius. The product is FC1=C(C(=CC=C1)F)C=1C=CC=2N(N1)C(=NN2)NC=2C=NC=CC2N2C[C@H](CCC2)NC(OC(C)(C)C)=O ((S)-tert-butyl (1-(3-((6-(2,6-difluorophenyl)-[1,2,4]triazolo[4,3-b]pyridazin-3-yl)amino)pyridin-4-yl)piperidin-3-yl)carbamate). RXN SMILES: FC(F)(F)C(O)=O.[NH2:8][C@H:9]1[CH2:14][CH2:13][CH2:12][N:11]([C:15]2[CH:20]=[CH:19][N:18]=[CH:17][C:16]=2[NH:21][C:22]2[N:26]3[N:27]=[C:28]([C:31]4[C:36]([F:37])=[CH:35][CH:34]=[CH:33][C:32]=4[F:38])[CH:29]=[CH:30][C:25]3=[N:24][N:23]=2)[CH2:10]1.FC(F)(F)C(O)=O.N[C@H]1CCCN(C2C=CN=CC=2NC2N3C=CC=CC3=NN=2)C1.ClC1C=CC2N(C(NC3C=NC=CC=3N3CCC[C@H](N[C:93](=[O:99])[O:94][C:95]([CH3:98])([CH3:97])[CH3:96])C3)=NN=2)N=1.[Br-].FC1C=CC=C(F)C=1[Zn+]>>[F:37][C:36]1[CH:35]=[CH:34][CH:33]=[C:32]([F:38])[C:31]=1[C:28]1[CH:29]=[CH:30][C:25]2[N:26]([C:22]([NH:21][C:16]3[CH:17]=[N:18][CH:19]=[CH:20][C:15]=3[N:11]3[CH2:12][CH2:13][CH2:14][C@H:9]([NH:8][C:93](=[O:99])[O:94][C:95]([CH3:98])([CH3:97])[CH3:96])[CH2:10]3)=[N:23][N:24]=2)[N:27]=1 |f:0.1,2.3,5.6|. Procedure: (S)-N-(4-(3-aminopiperidin-1-yl)pyridin-3-yl)-6-(2,6-difluorophenyl)-[1,2,4]triazolo[4,3-b]pyridazin-3-amine 2,2,2-trifluoroacetate (Example 67) and (S)-N-(4-(3-aminopiperidin-1-yl)pyridin-3-yl)-[1,2,4]triazolo[4,3-a]pyridin-3-amine 2,2,2-trifluoroacetate (Example 68). A glass microwave reaction vessel was charged with (S)-tert-butyl (1-(3-((6-chloro-[1,2,4]triazolo[4,3-b]pyridazin-3-yl)amino)pyridin-4-yl)piperidin-3-yl)carbamate (175 mg, 0.39 mmol) and 2,6-difluorophenylzinc bromide (0.5 M in T... The reactants are COc1cc2nccc(Oc3ccc4[nH]ccc4c3)c2cc1OC, CC(=O)Cl, CN(C)C=O, [H-], [Na+], O. The product is COc1cc2nccc(Oc3ccc4c(ccn4C(C)=O)c3)c2cc1OC. As a reaction SMILES: [CH3:1][O:2][c:3]1[cH:4][c:5]2[c:6]([O:15][c:16]3[cH:17][c:18]4[cH:19][cH:20][nH:21][c:22]4[cH:23][cH:24]3)[cH:7][cH:8][n:9][c:10]2[cH:11][c:12]1[O:13][CH3:14].[CH3:27][C:28]([Cl:29])=[O:30].[CH3:32][N:33]([CH3:34])[CH:35]=[O:36].[H-:25].[Na+:26].[OH2:31]>>[CH3:1][O:2][c:3]1[cH:4][c:5]2[c:6]([O:15][c:16]3[cH:17][c:18]4[cH:19][cH:20][n:21]([C:28]([CH3:27])=[O:30])[c:22]4[cH:23][cH:24]3)[cH:7][cH:8][n:9][c:10]2[cH:11][c:12]1[O:13][CH3:14]. Reactants: O (water), [I-].C[P+](C1=CC=CC=C1)(C1=CC=CC=C1)C1=CC=CC=C1 (methyltriphenylphosphonium iodide), CC(C)(C)[O-].[K+] (t-BuOK), COC(=O)[C@@H]1CC[C@H](CC1)[C@@H]1CC[C@H](CC1)[C@@H]1CC[C@H](CC1)CCC=O (trans-4-(trans-4-(trans-4-(2-formylethyl)-cyclohexyl)cyclohexyl)cyclohexane carboxylic acid methyl ester). Run in C1CCOC1 (THF), C1CCOC1 (THF). Reaction conditions: temperature -50 celsius, time 1 hour. Yields the product COC(=O)[C@@H]1CC[C@H](CC1)[C@@H]1CC[C@H](CC1)[C@@H]1CC[C@H](CC1)CCC=C (trans-4-(trans-4-(trans-4-(3-butenyl)cyclohexyl)cyclohexyl)-cyclohexane carboxylic acid methyl ester). The yield is 44.7%. RXN SMILES: [I-].[CH3:2][P+](C1C=CC=CC=1)(C1C=CC=CC=1)C1C=CC=CC=1.CC([O-])(C)C.[K+].[CH3:28][O:29][C:30]([C@H:32]1[CH2:37][CH2:36][C@H:35]([C@H:38]2[CH2:43][CH2:42][C@H:41]([C@H:44]3[CH2:49][CH2:48][C@H:47]([CH2:50][CH2:51][CH:52]=O)[CH2:46][CH2:45]3)[CH2:40][CH2:39]2)[CH2:34][CH2:33]1)=[O:31].O>C1COCC1>[CH3:28][O:29][C:30]([C@H:32]1[CH2:37][CH2:36][C@H:35]([C@H:38]2[CH2:39][CH2:40][C@H:41]([C@H:44]3[CH2:45][CH2:46][C@H:47]([CH2:50][CH2:51][CH:52]=[CH2:2])[CH2:48][CH2:49]3)[CH2:42][CH2:43]2)[CH2:34][CH2:33]1)=[O:31] |f:0.1,2.3|. Procedure: A mixture of 130 g (322 mmol) of methyltriphenylphosphonium iodide and 1.3 liters of THF was cooled to -50° C. To this mixture was added 33.4 g (110 mmol) of t-BuOK and the resulting mixture was stirred for one hour. To this mixture was added dropwise, while maintaining a temperature at below -50° C., a solution of 90.0 g (248 mmol) of crude trans-4-(trans-4-(trans-4-(2-formylethyl)-cyclohexyl)cyclohexyl)cyclohexane carboxylic acid methyl ester in 900 ml of THF. After the dropwise addition, the ... Reaction SMILES: I[C:2]1[N:7]=[CH:6][C:5]([CH2:8][N:9]2[CH:14]=[C:13]([C:15]3[CH:20]=[CH:19][C:18]([O:21][CH3:22])=[CH:17][CH:16]=3)[CH:12]=[CH:11][C:10]2=[O:23])=[CH:4][CH:3]=1.C(N(C(C)C)C(C)C)C.[CH3:33][Si:34]([C:37]#[CH:38])([CH3:36])[CH3:35]>Cl[Pd](Cl)([P](C1C=CC=CC=1)(C1C=CC=CC=1)C1C=CC=CC=1)[P](C1C=CC=CC=1)(C1C=CC=CC=1)C1C=CC=CC=1.[Cu]I.CN(C=O)C>[CH3:22][O:21][C:18]1[CH:19]=[CH:20][C:15]([C:13]2[CH:12]=[CH:11][C:10](=[O:23])[N:9]([CH2:8][C:5]3[CH:6]=[N:7][C:2]([C:38]#[C:37][Si:34]([CH3:36])([CH3:35])[CH3:33])=[CH:3][CH:4]=3)[CH:14]=2)=[CH:16][CH:17]=1 |^1:41,60|. The yield is 93.3%. The reagents and catalysts are Cl[Pd]([P](C1=CC=CC=C1)(C2=CC=CC=C2)C3=CC=CC=C3)([P](C4=CC=CC=C4)(C5=CC=CC=C5)C6=CC=CC=C6)Cl (PdCl2(PPh3)2), [Cu]I (CuI). Reported procedure: According to Scheme 33 Step 2: A mixture of 1-((6-iodopyridin-3-yl)methyl)-5-(4-methoxyphenyl)pyridin-2(1H)-one (0.48 mmol, 200 mg), PdCl2(PPh3)2 (33 μmol, 23 mg), CuI (24 μmol, 4.5 mg), iPr2EtN (0.99 mmol, 1.72 μl), trimethylsilylacetylene (1.43 mmol, 203 μL) and DMF (3 mL, previously deoxygenated) was stirred at room temperature for 2 hours. The solvent was evaporated under reduced pressure. The residue was purified in a manifold (vac.) using a Sep-Pak silica cartridge CH2Cl2/MeOH(NH3)sat. 3% ... The product is COC1=CC=C(C=C1)C=1C=CC(N(C1)CC=1C=NC(=CC1)C#C[Si](C)(C)C)=O (5-(4-methoxyphenyl)-1-((6-(2-(trimethylsilyl)ethynyl)pyridin-3-yl)methyl)pyridin-2(1H)-one). Reaction conditions: time 2 hour. The reactants are IC1=CC=C(C=N1)CN1C(C=CC(=C1)C1=CC=C(C=C1)OC)=O (1-((6-iodopyridin-3-yl)methyl)-5-(4-methoxyphenyl)pyridin-2(1H)-one), C(C)N(C(C)C)C(C)C (iPr2EtN), C[Si](C)(C)C#C (trimethylsilylacetylene). Solvent: CN(C)C=O (DMF). Reactants: N(=NC(=O)OCC)C(=O)OCC (diethyl azodicarboxylate), C(=O)(OC(C)(C)C)N1[C@H](C[C@H](CC1)O)CC (cis-N-BOC-2-ethyl-4-hydroxypiperidine), ON1C(C=2C(C1=O)=CC=CC2)=O (N-hydroxyphthalimide), C1(=CC=CC=C1)P(C1=CC=CC=C1)C1=CC=CC=C1 (triphenylphosphine). Solvent: C1=CC=CC=C1 (benzene), C1=CC=CC=C1 (benzene). The product is C(=O)(OC(C)(C)C)N1[C@H](C[C@@H](CC1)ON1C(C2=CC=CC=C2C1=O)=O)CC (2-(trans-N-BOC-2-ethyl-4-piperidyloxy)-1H-isoindol-1,3(2H)-dione). Reaction SMILES: N(C(OCC)=O)=NC(OCC)=O.[C:13]([N:20]1[CH2:25][CH2:24][C@H:23]([OH:26])[CH2:22][C@@H:21]1[CH2:27][CH3:28])([O:15][C:16]([CH3:19])([CH3:18])[CH3:17])=[O:14].O[N:30]1[C:34](=[O:35])[C:33]2=[CH:36][CH:37]=[CH:38][CH:39]=[C:32]2[C:31]1=[O:40].C1(P(C2C=CC=CC=2)C2C=CC=CC=2)C=CC=CC=1>C1C=CC=CC=1>[C:13]([N:20]1[CH2:25][CH2:24][C@@H:23]([O:26][N:30]2[C:34](=[O:35])[C:33]3[C:32](=[CH:39][CH:38]=[CH:37][CH:36]=3)[C:31]2=[O:40])[CH2:22][C@@H:21]1[CH2:27][CH3:28])([O:15][C:16]([CH3:19])([CH3:18])[CH3:17])=[O:14]. Reported procedure: With stirring and under nitrogen, a solution of 0.283 ml (0.001693 mol) of diethyl azodicarboxylate (93%) in 1 ml of benzene is added dropwise at 20°-30° C. to a suspension of 0.37 g (0.001613 mol) of cis-N-BOC-2-ethyl-4-hydroxypiperidine, 0.263 g (0.001613 mol) of N-hydroxyphthalimide and 0.423 g (0.001613 mol) of triphenylphosphine in 5 ml of benzene. The reaction mixture is further stirred for 15 hours at room temperature, then filtered to remove precipitated diethyl 1,2-hydrazinedicarboxylat... Reactants: C1CCOC1, CS(C)=O, ICC1CCc2ccccc2C1, [Na+], [OH-], O, CCCCCC(O)c1cccc(O)c1. The product is CCCCCC(O)c1cccc(OCC2CCc3ccccc3C2)c1. RXN SMILES: [CH2:34]1[O:35][CH2:36][CH2:37][CH2:38]1.[CH3:30][S:31]([CH3:32])=[O:33].[I:1][CH2:2][CH:3]1[CH2:4][c:5]2[cH:6][cH:7][cH:8][cH:9][c:10]2[CH2:11][CH2:12]1.[Na+:28].[OH-:27].[OH2:29].[OH:13][CH:14]([CH2:15][CH2:16][CH2:17][CH2:18][CH3:19])[c:20]1[cH:21][c:22]([OH:26])[cH:23][cH:24][cH:25]1>>[CH2:2]([CH:3]1[CH2:4][c:5]2[cH:6][cH:7][cH:8][cH:9][c:10]2[CH2:11][CH2:12]1)[O:26][c:22]1[cH:21][c:20]([CH:14]([OH:13])[CH2:15][CH2:16][CH2:17][CH2:18][CH3:19])[cH:25][cH:24][cH:23]1.